This data is from the Open Reaction Database (ORD), a public repository of structured organic reaction records. The task is: describe an organic reaction: reactants, conditions, products, and yield Reactants: ClC=1C=C(C(=O)N2N=C(CCC2)C2=CSC=C2)C=CC1Cl (1-(3,4-dichlorobenzoyl)-3-(thien-3-yl)-1,4,5,6-tetrahydropyridazine), ClC=1C=C(C(=S)N2N=C(CCC2)C=2SC=CC2)C=CC1Cl (1-(3,4-dichlorothiobenzoyl)-3-(thien-2-yl)-1,4,5,6-tetrahydropyridazine), ClC=1C=C(C(=S)N2N=C(CCC2)C2=CSC=C2)C=CC1Cl (1-(3,4-dichlorothiobenzoyl)-3-(thien-3-yl)-1,4,5,6-tetrahydropyridazine). Yields the product ClC=1C=C(C(=O)N2N=C(CCC2)C=2SC=CC2)C=CC1Cl (1-(3,4-dichlorobenzoyl)-3-(thien-2-yl)-1,4,5,6-tetrahydropyridazine). As a reaction SMILES: [Cl:1][C:2]1[CH:3]=[C:4]([CH:18]=[CH:19][C:20]=1[Cl:21])[C:5]([N:7]1[CH2:12][CH2:11][CH2:10][C:9]([C:13]2[CH:17]=[CH:16]SC=2)=[N:8]1)=[O:6].ClC1C=C(C=CC=1Cl)[C:26](N1CCCC(C2SC=CC=2)=N1)=[S:27].ClC1C=C(C=CC=1Cl)C(N1CCCC(C2C=CSC=2)=N1)=S>>[Cl:1][C:2]1[CH:3]=[C:4]([CH:18]=[CH:19][C:20]=1[Cl:21])[C:5]([N:7]1[CH2:12][CH2:11][CH2:10][C:9]([C:13]2[S:27][CH:26]=[CH:16][CH:17]=2)=[N:8]1)=[O:6]. Procedure details: 1-(3,4-dichlorobenzoyl)-3-(thien-3-yl)-1,4,5,6-tetrahydropyridazine; 1-(3,4-dichlorothiobenzoyl)-3-(thien-2-yl)-1,4,5,6-tetrahydropyridazine and 1-(3,4-dichlorothiobenzoyl)-3-(thien-3-yl)-1,4,5,6-tetrahydropyridazine. Run in O (water). The yield is 98.0%. Procedure details: Salicylaldehyde was added dropwise over 5 min. to a solution of thiosemicarbazide (5.47 g, 60 mmol) in 75 mL water maintained at 75° C. A white solid began to precipitate immediately. The resulting mixture was heated to reflux for 2 hours, then cooled to room temperature and filtered to give salicylaldehyde thiosemicarbazone (11.5 g, 98%) as a white crystalline solid. Product: C(C=1C(O)=CC=CC1)=NNC(=S)N (salicylaldehyde thiosemicarbazone). RXN SMILES: [CH:1](=O)[C:2]1[C:3](=[CH:5][CH:6]=[CH:7][CH:8]=1)[OH:4].[NH2:10][NH:11][C:12]([NH2:14])=[S:13]>O>[CH:1](=[N:10][NH:11][C:12]([NH2:14])=[S:13])[C:2]1[C:3](=[CH:5][CH:6]=[CH:7][CH:8]=1)[OH:4]. Reactants: C(C=1C(O)=CC=CC1)=O (Salicylaldehyde), NNC(=S)N (thiosemicarbazide). Conditions: temperature 75 celsius. The reactants are CC(C)([O-])C.[K+] (potassium t-butoxide), C(CCCCCCC)C1=CC=C(C=C1)C1=CC(=C(C=C1)O)C#N (4-(4-n-octylphenyl)-2-cyanophenol), C1[C@@H](O1)CCl (R-(-)-epichlorohydrin). Reagents/catalysts: CN(C)C1=CC=NC=C1 (4-(N,N-dimethylamino)pyridine). Solvent: C(C)(C)(C)O (t-butyl alcohol). Reaction conditions: time 2 day. Product: C(C1CO1)OCC1CO1 (glycidyl ether). As a reaction SMILES: C(C1C=CC(C2[CH:20]=[CH:19][C:18]([OH:21])=C(C#N)C=2)=CC=1)CCCCCCC.[CH3:24][C:25](C)([O-:27])[CH3:26].[K+].C1[O:32][C@H]1CCl>C(O)(C)(C)C.CN(C1C=CN=CC=1)C>[CH2:24]([O:32][CH2:20][CH:19]1[O:21][CH2:18]1)[CH:25]1[O:27][CH2:26]1 |f:1.2|. Procedure details: To a solution of 4-(4-n-octylphenyl)-2-cyanophenol (1.9 g) prepared in Preparation 2 in t-butyl alcohol (40 ml) is added potassium t-butoxide (832 mg). After a short period of time, R-(-)-epichlorohydrin (2.5 ml) and 4-(N,N-dimethylamino)pyridine (100 mg) are added to the mixture, and the mixture is stirred at room temperature for 2 days. The reaction mixture is concentrated under reduced pressure, and to the residue is added water. The mixture is extracted with ether and the extract is dried an... Starting materials: CC(C)C[AlH]CC(C)C, C1CCOC1, O=C(c1ccccc1)c1ccc2[nH]c(-c3n[nH]c4ccccc34)nc2c1. Product: OC(c1ccccc1)c1ccc2[nH]c(-c3n[nH]c4ccccc34)nc2c1. Reaction SMILES: [CH3:27][CH:28]([CH2:29][AlH:30][CH2:31][CH:32]([CH3:33])[CH3:34])[CH3:35].[O:36]1[CH2:37][CH2:38][CH2:39][CH2:40]1.[nH:1]1[n:2][c:3](-[c:10]2[n:11][c:12]3[c:13]([nH:14]2)[cH:15][cH:16][c:17]([C:19](=[O:20])[c:21]2[cH:22][cH:23][cH:24][cH:25][cH:26]2)[cH:18]3)[c:4]2[cH:5][cH:6][cH:7][cH:8][c:9]12>>[nH:1]1[n:2][c:3](-[c:10]2[n:11][c:12]3[c:13]([nH:14]2)[cH:15][cH:16][c:17]([CH:19]([OH:20])[c:21]2[cH:22][cH:23][cH:24][cH:25][cH:26]2)[cH:18]3)[c:4]2[cH:5][cH:6][cH:7][cH:8][c:9]12.